This data is from the Open Reaction Database (ORD), a public repository of structured organic reaction records. The task is: describe an organic reaction: reactants, conditions, products, and yield Starting materials: FC1=CC=C(C=C1)C(C(C(=O)OCC)CC1=CC(=CC=C1)CC(C(F)F)(F)F)=O (ethyl 3-(4-fluorophenyl)-2-[3-(2,2,3,3-tetrafluoropropyl)benzyl]-3-oxopropionate), Cl (hydrochloric acid). Reagents/catalysts: [BH4-].[Zn+2].[BH4-] (zinc borohydride). Solvent: C(C)OCC (diethyl ether). Reaction conditions: time 20 minute. The product is FC1=CC=C(C=C1)C(C(C(=O)OCC)CC1=CC(=CC=C1)CC(C(F)F)(F)F)O (ethyl (2RS,3RS)-3-(4-fluorophenyl)-3-hydroxy-2-[3-(2,2,3,3-tetrafluoropropyl)benzyl]propionate). RXN SMILES: [F:1][C:2]1[CH:7]=[CH:6][C:5]([C:8](=[O:29])[CH:9]([CH2:15][C:16]2[CH:21]=[CH:20][CH:19]=[C:18]([CH2:22][C:23]([F:28])([F:27])[CH:24]([F:26])[F:25])[CH:17]=2)[C:10]([O:12][CH2:13][CH3:14])=[O:11])=[CH:4][CH:3]=1.Cl>C(OCC)C.[BH4-].[Zn+2].[BH4-]>[F:1][C:2]1[CH:7]=[CH:6][C:5]([CH:8]([OH:29])[CH:9]([CH2:15][C:16]2[CH:21]=[CH:20][CH:19]=[C:18]([CH2:22][C:23]([F:28])([F:27])[CH:24]([F:26])[F:25])[CH:17]=2)[C:10]([O:12][CH2:13][CH3:14])=[O:11])=[CH:4][CH:3]=1 |f:3.4.5|. Procedure: While stirring zinc chloride (1.22 g, 8.92 mmol) in diethyl ether (30 ml), sodium borohydride (0.68 g, 17.8 mmol) was added at room temperature, and the mixture was stirred as it was for 2 hrs. Insoluble material in the mixture was removed by filtration and washed with diethyl ether to give a solution of zinc borohydride in diethyl ether. A solution of ethyl 3-(4-fluorophenyl)-2-[3-(2,2,3,3-tetrafluoropropyl)benzyl]-3-oxopropionate (1.849 g, 4.462 mmol) in diethyl ether (20 ml) was added to the ... The reactants are C(C)(C)(C)OC(=O)N1CCC(CC1)CC(CI)(C)C (1-(t-Butoxycarbonyl)-4-(3-iodo-2,2-dimethylpropyl)-piperidine), C1(=CC=CC=C1)[Mg]Br (phenylmagnesium bromide). The reagents and catalysts are C1=CC=C(C=C1)P(C2=CC=CC=C2)[C]3[CH][CH][CH][CH]3.C1=CC=C(C=C1)P(C2=CC=CC=C2)[C]3[CH][CH][CH][CH]3.Cl[Ni]Cl.[Fe] ([1,1′-bis(diphenylphosphino)ferrocene]nickel (II) chloride). The solvent is CCOCC (ether). Yields the product C1(=CC=CC=C1)CC(CC1CCNCC1)(C)C (4-(3-Phenyl-2.2-dimethylpropyl)piperidine). The yield is 56.0%. Reaction SMILES: C(OC([N:8]1[CH2:13][CH2:12][CH:11]([CH2:14][C:15]([CH3:19])([CH3:18])[CH2:16]I)[CH2:10][CH2:9]1)=O)(C)(C)C.[C:20]1([Mg]Br)[CH:25]=[CH:24][CH:23]=[CH:22][CH:21]=1>CCOCC.C1C=CC(P([C]2[CH][CH][CH][CH]2)C2C=CC=CC=2)=CC=1.C1C=CC(P([C]2[CH][CH][CH][CH]2)C2C=CC=CC=2)=CC=1.Cl[Ni]Cl.[Fe]>[C:20]1([CH2:16][C:15]([CH3:18])([CH3:19])[CH2:14][CH:11]2[CH2:10][CH2:9][NH:8][CH2:13][CH2:12]2)[CH:25]=[CH:24][CH:23]=[CH:22][CH:21]=1 |f:3.4.5.6,^1:37,38,39,40,41,55,56,57,58,59|. Procedure: A mixture of 26 mg (0.07 mmol) of 1-(t-butoxycarbonyl)-4-(3-iodo-2,2-dimethylpropyl)piperidine (from EXAMPLE 98, Step H) and 2 mg (0.007 mmol) of [1,1′-bis(diphenylphosphino)ferrocene]nickel (II) chloride in ether (5 mL) at reflux was treated with phenylmagnesium bromide (0.13 mL of 3.0 M solution in ether). The resulting mixture was heated at reflux for 12 h, cooled and quenched with H2O and sat'd NaCl. The mixture was extracted 3× with CH2Cl2 and the combined organic layers were dried over Na2...